Dataset: the Open Reaction Database (ORD), a public repository of structured organic reaction records. Task: describe an organic reaction: reactants, conditions, products, and yield The reagents and catalysts are [H+].[H+].Cl[Pt-2](Cl)(Cl)(Cl)(Cl)Cl (chloroplatinic acid), COC1=CC=C(C=C1)O (4-methoxyphenol), [Pt] (platinum). Reactants: C[Si](C)(C)OC1=CC(=CC=C1)C(=C)C (m-isopropenylphenyl trimethylsilyl ether), C[SiH](Cl)C (dimethylchlorosilane). Product: Cl[Si](CC(C)C1=CC(=CC=C1)O[Si](C)(C)C)(C)C (1-(chlorodimethylsilyl)-2-(m-trimethylsiloxyphenyl)propane). RXN SMILES: [CH3:1][Si:2]([O:5][C:6]1[CH:11]=[CH:10][CH:9]=[C:8]([C:12]([CH3:14])=[CH2:13])[CH:7]=1)([CH3:4])[CH3:3].[CH3:15][SiH:16]([CH3:18])[Cl:17]>[Pt].[H+].[H+].Cl[Pt-2](Cl)(Cl)(Cl)(Cl)Cl.COC1C=CC(O)=CC=1>[Cl:17][Si:16]([CH3:18])([CH3:15])[CH2:13][CH:12]([C:8]1[CH:9]=[CH:10][CH:11]=[C:6]([O:5][Si:2]([CH3:1])([CH3:3])[CH3:4])[CH:7]=1)[CH3:14] |f:3.4.5|. Yield: 83.8%. Procedure details: The following were added to a four-neck flask equipped with a stirrer, reflux condenser, addition funnel, and thermometer: 165 g (0.8 mol) m-isopropenylphenyl trimethylsilyl ether from step (1), 0.2 g 4-methoxyphenol, and 100 ppm as platinum of 2 weight % isopropanolic chloroplatinic acid solution. While stirring and heating at 50 to 60 degrees Centigrade, 83.5 g (0.88 mol) dimethylchlorosilane was dripped in from the addition funnel over 5 hours. After the completion of the reaction, distillati...